This data is from the Open Reaction Database (ORD), a public repository of structured organic reaction records. The task is: describe an organic reaction: reactants, conditions, products, and yield Reactants: ClC1=NC=CC(=N1)C=1C=NN2C1CCCC2 (3-(2-chloropyrimidin-4-yl)-4,5,6,7-tetrahydropyrazolo[1,5-a]pyridine), ClC1=NC=CC(=N1)C=1C=NN2C1CCCC2 (3-(2-chloropyrimidin-4-yl)-4,5,6,7-tetrahydropyrazolo[1,5-a]pyridine), FC1=CC(=C(N)C=C1[N+](=O)[O-])OC (4-fluoro-2-methoxy-5-nitroaniline), FC1=CC(=C(N)C=C1[N+](=O)[O-])OC (4-fluoro-2-methoxy-5-nitroaniline), O.C1(=CC=C(C=C1)S(=O)(=O)O)C (p-toluenesulfonic acid hydrate). The solvent is CC(CCC)O (2-pentanol). Conditions: temperature 85 celsius, time 1.5 hour. Yields the product FC1=CC(=C(C=C1[N+](=O)[O-])NC1=NC=CC(=N1)C=1C=NN2C1CCCC2)OC (N-(4-Fluoro-2-methoxy-5-nitrophenyl)-4-(4,5,6,7-tetrahydropyrazolo[1,5-a]pyridin-3-yl)pyrimidin-2-amine). Yield: 37.5%. RXN SMILES: Cl[C:2]1[N:7]=[C:6]([C:8]2[CH:9]=[N:10][N:11]3[CH2:16][CH2:15][CH2:14][CH2:13][C:12]=23)[CH:5]=[CH:4][N:3]=1.[F:17][C:18]1[C:24]([N+:25]([O-:27])=[O:26])=[CH:23][C:21]([NH2:22])=[C:20]([O:28][CH3:29])[CH:19]=1.O.C1(C)C=CC(S(O)(=O)=O)=CC=1>CC(O)CCC>[F:17][C:18]1[C:24]([N+:25]([O-:27])=[O:26])=[CH:23][C:21]([NH:22][C:2]2[N:7]=[C:6]([C:8]3[CH:9]=[N:10][N:11]4[CH2:16][CH2:15][CH2:14][CH2:13][C:12]=34)[CH:5]=[CH:4][N:3]=2)=[C:20]([O:28][CH3:29])[CH:19]=1 |f:2.3|. Procedure: A mixture of 3-(2-chloropyrimidin-4-yl)-4,5,6,7-tetrahydropyrazolo[1,5-a]pyridine (Intermediate 128, 3.6857 g, 15.70 mmol), 4-fluoro-2-methoxy-5-nitroaniline (Intermediate 23, 2.92 g, 15.70 mmol) and p-toluenesulfonic acid hydrate (3.29 g, 17.28 mmol) in 2-pentanol (100 mL) was stirred at 85° C. under an atmosphere of N2 for 1.5 h. The mixture was then concentrated in vacuo and the resulting reside was dissolved in CH2Cl2 (250 mL). This solution was washed with sat. NaHCO3 (2×100 mL), water (100... Starting materials: o-allyl phenols, phenols, C(C=C)OC1=CC=CC=C1 (phenol allyl ether), phenol allyl ethers, B(Cl)(Cl)Cl (boron trichloride), C(C=C)OC1=CC(=C(C(=C1)C)Cl)C (4-chloro-3,5-xylenol allyl ether). Yields the product C(C=C)C1=C(C=C(C(=C1C)Cl)C)O (2-allyl-4-chloro-3,5-xylenol). Reaction SMILES: B(Cl)(Cl)Cl.[CH2:5](OC1C=CC=CC=1)[CH:6]=[CH2:7].C([O:18][C:19]1[CH:24]=[C:23]([CH3:25])[C:22]([Cl:26])=[C:21]([CH3:27])[CH:20]=1)C=C>>[CH2:7]([C:24]1[C:23]([CH3:25])=[C:22]([Cl:26])[C:21]([CH3:27])=[CH:20][C:19]=1[OH:18])[CH:6]=[CH2:5]. Reported procedure: These o-allyl phenols are accessible in a simple and conventional manner by the Claissen transposition from the corresponding phenol allyl ethers at elevated temperature or in the cold in the presence of boron trichloride, it being necessary, of course, to take into account the different reactivities of the various phenols (cf. Houben-Weyl, Phenole I). For example, the transposition of phenol allyl ether requires 200° C. for about 10 hours, giving an approximately quantitative yield. On the othe... Reactants: FC(C(=O)O)(F)F (Trifluoroacetic acid), C(C)OC([C@H](CC1=CC=C(C=C1)OCCC1=CC=C(C=C1)NC(=O)OC(C)(C)C)OCC)=O (3-{4-[2-(4-tert-butoxycarbonylaminophenyl)ethoxy]phenyl}-(S)-2-ethoxypropanoic acid ethyl ester), ClCCl (dichloromethane). Product: Cl.NC1=CC=C(C=C1)CCOC1=CC=C(C=C1)C[C@@H](C(=O)O)OCC (3-{4-[2-(4-aminophenyl)ethoxy]phenyl}-(S)-2-ethoxypropanoic acid hydro chloride). The yield is 96.5%. RXN SMILES: FC(F)(F)C(O)=O.C([O:10][C:11](=[O:40])[C@@H:12]([O:37][CH2:38][CH3:39])[CH2:13][C:14]1[CH:19]=[CH:18][C:17]([O:20][CH2:21][CH2:22][C:23]2[CH:28]=[CH:27][C:26]([NH:29]C(OC(C)(C)C)=O)=[CH:25][CH:24]=2)=[CH:16][CH:15]=1)C.[Cl:41]CCl>>[ClH:41].[NH2:29][C:26]1[CH:25]=[CH:24][C:23]([CH2:22][CH2:21][O:20][C:17]2[CH:18]=[CH:19][C:14]([CH2:13][C@H:12]([O:37][CH2:38][CH3:39])[C:11]([OH:40])=[O:10])=[CH:15][CH:16]=2)=[CH:28][CH:27]=1 |f:3.4|. Procedure details: Trifluoroacetic acid (12 ml; 0.0706 mole) was added to a solution of 3-{4-[2-(4-tert-butoxycarbonylaminophenyl)ethoxy]phenyl}-(S)-2-ethoxypropanoic acid ethyl ester (30 g; 0.065 mole) in dichloromethane (150 ml). The reaction mixture was stirred over night at room temperature and then washed three times with water. The organic phase was dried with magnesium sulfate and evaporated. 1H-NMR of the product showed a mixture of product and starting material. The crude product (27.3 g) was redissolved ... Product: Cc1ccccc1C(=O)c1ccc(Nc2ccccc2NC(=O)CCC(=O)NCCCCCCO)cc1Cl. Reactants: C1CCOC1, COc1nc(OC)nc([N+]2(C)CCOCC2)n1, [Cl-], Cc1ccccc1C(=O)c1ccc(Nc2ccccc2NC(=O)CCC(=O)O)cc1Cl, Cl, NCCCCCCO. As a reaction SMILES: [CH2:59]1[O:60][CH2:61][CH2:62][CH2:63]1.[CH3:2][O:3][c:4]1[n:5][c:6]([O:7][CH3:8])[n:9][c:10]([N+:11]2([CH3:12])[CH2:13][CH2:14][O:15][CH2:16][CH2:17]2)[n:18]1.[Cl-:1].[Cl:19][c:20]1[cH:21][c:22]([NH:35][c:36]2[c:37]([NH:42][C:43]([CH2:44][CH2:45][C:46](=[O:47])[OH:48])=[O:49])[cH:38][cH:39][cH:40][cH:41]2)[cH:23][cH:24][c:25]1[C:26]([c:27]1[c:28]([CH3:33])[cH:29][cH:30][cH:31][cH:32]1)=[O:34].[ClH:58].[NH2:50][CH2:51][CH2:52][CH2:53][CH2:54][CH2:55][CH2:56][OH:57]>>[Cl:19][c:20]1[cH:21][c:22]([NH:35][c:36]2[c:37]([NH:42][C:43]([CH2:44][CH2:45][C:46](=[O:47])[NH:50][CH2:51][CH2:52][CH2:53][CH2:54][CH2:55][CH2:56][OH:57])=[O:49])[cH:38][cH:39][cH:40][cH:41]2)[cH:23][cH:24][c:25]1[C:26]([c:27]1[c:28]([CH3:33])[cH:29][cH:30][cH:31][cH:32]1)=[O:34]. Starting materials: NC1=CC=CC=C1 (aniline), FC(F)(F)N=C=O (Trifluoromethyl isocyanate). Run in C1(=CC=CC=C1)C (toluene), C1(=CC=CC=C1)C (toluene). Conditions: time 1 hour. The product is C1(=CC=CC=C1)NC(=O)NC(F)(F)F (N-phenyl-N'-trifluoromethyl urea). As a reaction SMILES: [NH2:1][C:2]1[CH:7]=[CH:6][CH:5]=[CH:4][CH:3]=1.[F:8][C:9]([N:12]=[C:13]=[O:14])([F:11])[F:10]>C1(C)C=CC=CC=1>[C:2]1([NH:1][C:13]([NH:12][C:9]([F:11])([F:10])[F:8])=[O:14])[CH:7]=[CH:6][CH:5]=[CH:4][CH:3]=1. Procedure: A solution of aniline (93.12 grams; 1.0 mol) in toluene (200 ml) is charged into a glass reaction flask equipped with a mechanical stirrer, thermometer and gas inlet tube. Trifluoromethyl isocyanate (111 grams; 1.0 mol) is slowly bubbled into the reaction medium with vigorous stirring. The temperature of the reaction mixture is kept below about 50° C. After the addition is completed the reaction mixture is stirred for an additional period of about 1 hour. After this time the toluene is stripped ... The reactants are C(C=C)N1C(N(C2=NC(=NC(=C12)Cl)N)[C@H]1[C@H](OC(C)=O)[C@H](OC(C)=O)[C@H](O1)COC(C)=O)=O (7-Allyl-2-amino-6-chloro-9-(2′,3′,5′-tri-O-acetyl-β-D-ribofuranosyl)-7,9-dihydro-purin-8-one), Zn Cu. Solvent: C(C)(=O)O (acetic acid). Conditions: temperature 70 celsius. Yields the product C(C=C)N1C(N(C2=NC(=NC=C12)N)[C@H]1[C@H](OC(C)=O)[C@H](OC(C)=O)[C@H](O1)COC(C)=O)=O (7-Allyl-2-amino-9-(2′,3′,5′-tri-O-acetyl-β-D-ribofuranosyl)-7,9-dihydro-purin-8-one). Isolated yield 59.6%. Reaction SMILES: [CH2:1]([N:4]1[C:12]2[C:7](=[N:8][C:9]([NH2:14])=[N:10][C:11]=2Cl)[N:6]([C@@H:15]2[O:27][C@H:26]([CH2:28][O:29][C:30](=[O:32])[CH3:31])[C@@H:21]([O:22][C:23](=[O:25])[CH3:24])[C@H:16]2[O:17][C:18](=[O:20])[CH3:19])[C:5]1=[O:33])[CH:2]=[CH2:3]>C(O)(=O)C>[CH2:1]([N:4]1[C:12]2[C:7](=[N:8][C:9]([NH2:14])=[N:10][CH:11]=2)[N:6]([C@@H:15]2[O:27][C@H:26]([CH2:28][O:29][C:30](=[O:32])[CH3:31])[C@@H:21]([O:22][C:23](=[O:25])[CH3:24])[C@H:16]2[O:17][C:18](=[O:20])[CH3:19])[C:5]1=[O:33])[CH:2]=[CH2:3]. Procedure: Compound 41 (0.27 g, 0.56 mmol) was dissolved in acetic acid and Zn—Cu couple was added to the solution. The mixture was heated at 70° C. for 18 h. The suspended particles were filtered off and the filtrate concentrated under vacuum. The residue was purified by flash chromatography using 10% to 100% gradient of ethyl acetate in hexanes. The solvent was removed to give 150 mg (60%) of 42 as off-white solid: 1H NMR (400 MHz, CDCl3) δ 6.05 (t, J=4.0 Hz, 1H), 6.03 (d, J=4.0 Hz, 1H), 5.87 (t, J=6.0 H... Reactants: C(#N)[Cu] (CuCN), NC=1C=CC=C2C(=C(NC12)C(=O)N)S(=O)(=O)N1CCOCC1 (7-Amino-3-(morpholin-4-ylsulfonyl)-1H-indole-2-carboxamide), N(=O)OC(C)(C)C (tert-butyl nitrite). Solvent: CS(=O)C (DMSO). Reaction conditions: time 18 hour. Product: C(#N)C=1C=CC=C2C(=C(NC12)C(=O)N)S(=O)(=O)N1CCOCC1 (7-Cyano-3-(morpholin-4-ylsulfonyl)-1H-indole-2-carboxamide). Reaction SMILES: [C:1]([Cu])#[N:2].N[C:5]1[CH:6]=[CH:7][CH:8]=[C:9]2[C:13]=1[NH:12][C:11]([C:14]([NH2:16])=[O:15])=[C:10]2[S:17]([N:20]1[CH2:25][CH2:24][O:23][CH2:22][CH2:21]1)(=[O:19])=[O:18].N(OC(C)(C)C)=O>CS(C)=O>[C:1]([C:5]1[CH:6]=[CH:7][CH:8]=[C:9]2[C:13]=1[NH:12][C:11]([C:14]([NH2:16])=[O:15])=[C:10]2[S:17]([N:20]1[CH2:25][CH2:24][O:23][CH2:22][CH2:21]1)(=[O:19])=[O:18])#[N:2]. Reported procedure: To a stirring suspension of CuCN (35 mg, 0.39 mmol, 1.25 equiv) and 7-Amino-3-(morpholin-4-ylsulfonyl)-1H-indole-2-carboxamide (100 mg, 0.31 mmol, 1.0 equiv) in 3 mL of DMSO was added dropwise tert-butyl nitrite (110 μL, 0.92 mmol, 3.0 equiv). After stirring for 18 hours, the title compound was obtained by preparative reversed phase HPLC. Proton NMR for the product was consistent with the titled compound. ESI+MS: 335.3 [M+H]+.